From a dataset of the Open Reaction Database (ORD), a public repository of structured organic reaction records. describe an organic reaction: reactants, conditions, products, and yield The reactants are CON(C([C@H](CC1=CC=CC=C1)NC(=O)CN1C(C(N(C=C1C1=CC=CC=C1)C(C)=O)C(C)C)=O)=O)C (N1-methoxy-N1-methyl-(2S)-2-{(3RS)-4-acetyl-3-isopropyl-2-oxo-6-phenyl-1,2,3,4-tetrahydropyrazin-1-yl}methylcarbonylamino-3-phenylpropionamide), C[Li].O1CCCC1.C1(=CC=CC=C1)C(C)C (methyllithium tetrahydrofuran cumene), [Cl-].[NH4+] (ammonium chloride). The solvent is O1CCCC1 (tetrahydrofuran). Run at temperature 0 celsius, time 15 minute. Yields the product C(C)(=O)N1C(C(N(C(=C1)C1=CC=CC=C1)CC(=O)N[C@H](C(C)=O)CC1=CC=CC=C1)=O)C(C)C ((3S)-3-{(3RS)-4-Acetyl-3-isopropyl-2-oxo-6-phenyl-1,2,3,4-tetrahydropyrazin-1-yl}methylcarbonylamino-2-oxo-4-phenylbutane). As a reaction SMILES: CON(C)[C:4](=[O:36])[C@@H:5]([NH:13][C:14]([CH2:16][N:17]1[C:22]([C:23]2[CH:28]=[CH:27][CH:26]=[CH:25][CH:24]=2)=[CH:21][N:20]([C:29](=[O:31])[CH3:30])[CH:19]([CH:32]([CH3:34])[CH3:33])[C:18]1=[O:35])=[O:15])[CH2:6][C:7]1[CH:12]=[CH:11][CH:10]=[CH:9][CH:8]=1.C[Li].O1CCC[CH2:41]1.C1(C(C)C)C=CC=CC=1.[Cl-].[NH4+]>O1CCCC1>[C:29]([N:20]1[CH:21]=[C:22]([C:23]2[CH:28]=[CH:27][CH:26]=[CH:25][CH:24]=2)[N:17]([CH2:16][C:14]([NH:13][C@@H:5]([CH2:6][C:7]2[CH:12]=[CH:11][CH:10]=[CH:9][CH:8]=2)[C:4](=[O:36])[CH3:41])=[O:15])[C:18](=[O:35])[CH:19]1[CH:32]([CH3:34])[CH3:33])(=[O:31])[CH3:30] |f:1.2.3,4.5|. Procedure: A solution of N1-methoxy-N1-methyl-(2S)-2-{(3RS)-4-acetyl-3-isopropyl-2-oxo-6-phenyl-1,2,3,4-tetrahydropyrazin-1-yl}methylcarbonylamino-3-phenylpropionamide (122 mg, Compound No. 1-51) in anhydrous tetrahydrofuran (2 ml) is cooled to −78° C., a 1.0 M methyllithium/tetrahydrofuran/cumene solution (1.2 ml) is added thereto, and the mixture is stirred for 15 minutes. A saturated aqueous ammonium chloride solution is added to the reaction mixture, and the temperature is raised to 0° C. The whole is ... Run in CO (MeOH). As a reaction SMILES: [CH3:1][N:2]1[CH2:27][CH2:26][C:5]2[N:6]([C:14]#[C:15][C:16]3[CH:25]=[CH:24][C:23]4[C:18](=[CH:19][CH:20]=[CH:21][CH:22]=4)[CH:17]=3)[C:7]3[CH:8]=[CH:9][C:10]([CH3:13])=[CH:11][C:12]=3[C:4]=2[CH2:3]1.C([O-])=O.[NH4+]>CO.[OH-].[Pd+2].[OH-]>[CH3:1][N:2]1[CH2:27][CH2:26][C:5]2[N:6]([CH2:14][CH2:15][C:16]3[CH:25]=[CH:24][C:23]4[CH2:22][CH2:21][CH2:20][CH2:19][C:18]=4[CH:17]=3)[C:7]3[CH:8]=[CH:9][C:10]([CH3:13])=[CH:11][C:12]=3[C:4]=2[CH2:3]1 |f:1.2,4.5.6|. Reported procedure: To a de-aerated solution of 2,8-dimethyl-5-naphthalen-2-ylethynyl-2,3,4,5-tetrahydro-1H-pyrido[4,3-b]indole (50 mg, 0.14 mmol) in MeOH (5 mL), palladium hydroxide (25 mg, 50% w/w) and ammonium formate (45 mg, 0.71 mmol) were added. The reaction mixture was stirred at 80° C. for 1 h. The progress of reaction was monitored by TLC and LCMS. The reaction mass was filtered through Celite and washed the residue with MeOH (10 mL). The filtrate was concentrated under reduced pressure to afford crude mat... Yields the product CN1CC2=C(N(C=3C=CC(=CC23)C)CCC2=CC=3CCCCC3C=C2)CC1 (2,8-dimethyl-5-[2-(5,6,7,8-tetrahydro-naphthalen-2-yl)-ethyl]-2,3,4,5-tetrahydro-1H-pyrido[4,3-b]indole). Starting materials: CN1CC2=C(N(C=3C=CC(=CC23)C)C#CC2=CC3=CC=CC=C3C=C2)CC1 (2,8-dimethyl-5-naphthalen-2-ylethynyl-2,3,4,5-tetrahydro-1H-pyrido[4,3-b]indole), C(=O)[O-].[NH4+] (ammonium formate). Reagents/catalysts: [OH-].[Pd+2].[OH-] (palladium hydroxide). Reaction conditions: temperature 80 celsius, time 1 hour. Reactants: CC1(CI)CN(Cc2ccccc2)C(C(=O)OCc2ccccc2)CO1, CCCC[SnH](CCCC)CCCC, Cc1ccccc1, CC(C)(C#N)N=NC(C)(C)C#N. Product: CC1(C)CN(Cc2ccccc2)C(C(=O)OCc2ccccc2)CO1. Reaction SMILES: [CH2:1]([c:2]1[cH:3][cH:4][cH:5][cH:6][cH:7]1)[O:8][C:9](=[O:10])[CH:11]1[CH2:12][O:13][C:14]([CH3:24])([CH2:25][I:26])[CH2:15][N:16]1[CH2:17][c:18]1[cH:19][cH:20][cH:21][cH:22][cH:23]1.[CH2:27]([SnH:28]([CH2:29][CH2:30][CH2:31][CH3:32])[CH2:33][CH2:34][CH2:35][CH3:36])[CH2:37][CH2:38][CH3:39].[CH3:52][c:53]1[cH:54][cH:55][cH:56][cH:57][cH:58]1.[N:40]#[C:41][C:42]([N:43]=[N:44][C:45]([C:46]#[N:47])([CH3:48])[CH3:49])([CH3:50])[CH3:51]>>[CH2:1]([c:2]1[cH:3][cH:4][cH:5][cH:6][cH:7]1)[O:8][C:9](=[O:10])[CH:11]1[CH2:12][O:13][C:14]([CH3:24])([CH3:25])[CH2:15][N:16]1[CH2:17][c:18]1[cH:19][cH:20][cH:21][cH:22][cH:23]1. Reactants: CC(C)=CCc1ccc(C(C)C(=O)O)cc1, CC(C)CO, O=S(Cl)Cl, c1ccncc1, c1ccccc1. Yields the product CC(C)=CCc1ccc(C(C)C(=O)OCC(C)C)cc1. RXN SMILES: [CH2:1]([CH:2]=[C:3]([CH3:4])[CH3:5])[c:6]1[cH:7][cH:8][c:9]([CH:12]([C:13](=[O:14])[OH:15])[CH3:16])[cH:10][cH:11]1.[CH2:21]([CH:22]([CH3:23])[CH3:24])[OH:25].[S:17]([Cl:18])([Cl:19])=[O:20].[cH:26]1[cH:27][cH:28][n:29][cH:30][cH:31]1.[cH:32]1[cH:33][cH:34][cH:35][cH:36][cH:37]1>>[CH2:1]([CH:2]=[C:3]([CH3:4])[CH3:5])[c:6]1[cH:7][cH:8][c:9]([CH:12]([C:13](=[O:14])[O:15][CH2:21][CH:22]([CH3:23])[CH3:24])[CH3:16])[cH:10][cH:11]1.